describe an organic reaction: reactants, conditions, products, and yield From a dataset of the Open Reaction Database (ORD), a public repository of structured organic reaction records. Starting materials: ClC=1C=C(OC(C(=O)OCC)(C)C)C=CC1CCN[C@H]([C@@H](C1=CC=C(C=C1)O)O)C (ethyl 2-[3-chloro-4-[2-[[(1S,2R)-2-hydroxy-2-(4-hydroxyphenyl)-1-methylethyl]-amino]ethyl]phenoxy]-2-methylpropionate), Cl (hydrogen chloride). Run in C(C)(=O)OCC (ethyl acetate), C(C)(=O)OCC (ethyl acetate). Product: Cl.ClC=1C=C(OC(C(=O)OCC)(C)C)C=CC1CCN[C@H]([C@@H](C1=CC=C(C=C1)O)O)C (ethyl 2-[3-chloro-4-[2-[[(1S,2R)-2-hydroxy-2-(4-hydroxyphenyl)-1-methylethyl]amino]ethyl]-phenoxy]-2-methyl-propionate hydrochloride). Yield: 190.0%. RXN SMILES: [Cl:1][C:2]1[CH:3]=[C:4]([CH:14]=[CH:15][C:16]=1[CH2:17][CH2:18][NH:19][C@@H:20]([CH3:30])[C@H:21]([OH:29])[C:22]1[CH:27]=[CH:26][C:25]([OH:28])=[CH:24][CH:23]=1)[O:5][C:6]([CH3:13])([CH3:12])[C:7]([O:9][CH2:10][CH3:11])=[O:8].Cl>C(OCC)(=O)C>[ClH:1].[Cl:1][C:2]1[CH:3]=[C:4]([CH:14]=[CH:15][C:16]=1[CH2:17][CH2:18][NH:19][C@@H:20]([CH3:30])[C@H:21]([OH:29])[C:22]1[CH:27]=[CH:26][C:25]([OH:28])=[CH:24][CH:23]=1)[O:5][C:6]([CH3:13])([CH3:12])[C:7]([O:9][CH2:10][CH3:11])=[O:8] |f:3.4|. Procedure: To a stirred solution of ethyl 2-[3-chloro-4-[2-[[(1S,2R)-2-hydroxy-2-(4-hydroxyphenyl)-1-methylethyl]-amino]ethyl]phenoxy]-2-methylpropionate (170 mg) in ethyl acetate (7.8 ml) was added 4N hydrogen chloride in ethyl acetate solution (200 μl) at room temperature. After the solvent was removed under reduced pressure, diethyl ether was added to the residue, and collection of the insoluble material by filtration gave ethyl 2-[3-chloro-4-[2-[[(1S,2R)-2-hydroxy-2-(4-hydroxyphenyl)-1-methylethyl]amin... Starting materials: C(=O)(OCC1=CC=CC=C1)N1[C@H](C(=O)O)CC(C1)(C1=CC=C(C=C1)C)O (N-carbobenzyloxy-4-hydroxy-4-[(4-methyl)phenyl]-L-proline), C(=O)(OCC1=CC=CC=C1)N1[C@H](C(=O)O)CC(C1)(C1=CC=C(C=C1)C)O (N-Carbobenzyloxy-4-hydroxy-4-[(4-methyl)-phenyl]-L-proline), C(C)(=O)SCCCC(=O)N1[C@H](C(=O)O)CC(C1)(C1=CC=C(C=C1)C)O (1-[4-(Acetylthio)-1-oxobutyl]-4-hydroxy-4-[(4-methyl)phenyl]-L-proline). Yields the product OC1(C[C@H](NC1)C(=O)O)C1=CC=C(C=C1)C (4-hydroxy-4-[(4-methyl)phenyl]-L-proline). Reaction SMILES: C([N:11]1[CH2:18][C:17]([OH:26])([C:19]2[CH:24]=[CH:23][C:22]([CH3:25])=[CH:21][CH:20]=2)[CH2:16][C@H:12]1[C:13]([OH:15])=[O:14])(OCC1C=CC=CC=1)=O.C(SCCCC(N1CC(O)(C2C=CC(C)=CC=2)C[C@H]1C(O)=O)=O)(=O)C>>[OH:26][C:17]1([C:19]2[CH:24]=[CH:23][C:22]([CH3:25])=[CH:21][CH:20]=2)[CH2:18][NH:11][C@H:12]([C:13]([OH:15])=[O:14])[CH2:16]1. Reported procedure: The N-carbobenzyloxy-4-hydroxy-4-[(4-methyl)phenyl]-L-proline form part (a) is hydrogenated according to the procedure of Example 1 (b) to yield 4-hydroxy-4-[(4-methyl)phenyl]-L-proline. This amino acid is then reacted with 4-acetylthiobutyroyl chloride according to the procedure of Example 1 (c) to yield 1-[4-(acetylthio)-1-oxobutyl]-4-hydroxy-4-[(4-methyl)phenyl]-L-proline. As a reaction SMILES: [OH-].[K+].[O:3]1[C:8]2[CH:9]=[CH:10][C:11]([CH:13]=[O:14])=[CH:12][C:7]=2[O:6][CH2:5][CH2:4]1.[N+:15]([CH2:17][C:18]([N:20]1[CH2:24][CH2:23][CH2:22][CH2:21]1)=[O:19])#[C-:16]>CO>[O:3]1[C:8]2[CH:9]=[CH:10][C:11]([C@@H:13]3[O:14][CH:16]=[N:15][C@H:17]3[C:18]([N:20]3[CH2:24][CH2:23][CH2:22][CH2:21]3)=[O:19])=[CH:12][C:7]=2[O:6][CH2:5][CH2:4]1 |f:0.1|. Run in CO (methanol). The reactants are O1CCOC2=C1C=CC(=C2)C=O (1,4-benzodioxan-6-carboxaldehyde), [OH-].[K+] (potassium hydroxide), [N+](#[C-])CC(=O)N1CCCC1 (1-(Isocyano-Acetyl)-Pyrrolidine). Procedure: To a stirred and cooled (0° C.) solution of potassium hydroxide (2.70 g, 48.1 mmol) in methanol (30 ml) was added a mixture of 1,4-benzodioxan-6-carboxaldehyde (8.20 g, 50.0 mmol) and the product from Example 1 (6.30 g, 45.6 mmol). The solution was stirred overnight with continued cooling and then concentrated. The residue was partitioned between ethyl acetate and water. The organic layer was combined with additional ethyl acetate extracts, washed with aqueous sodium chloride and dried (magnesiu... Yields the product O1CCOC2=C1C=CC(=C2)[C@H]2[C@@H](N=CO2)C(=O)N2CCCC2 ((±)-Trans-[5-(2,3-Dihydro-Benzo[1,4]Dioxin-6-yl)-4,5-Dihydro-Oxazol-4-yl]-Pyrrolidin-1-yl-Methanone). Isolated yield 68.2%. Reactants: [Br-], C[Mg+], O=Cc1ccc(Cn2cc(NC(=O)OCc3ccccc3Cl)cn2)o1. Yields the product CC(=O)c1ccc(Cn2cc(NC(=O)OCc3ccccc3Cl)cn2)o1. Reaction SMILES: [Br-:26].[CH3:27][Mg+:28].[Cl:1][c:2]1[c:3]([CH2:4][O:5][C:6]([NH:7][c:8]2[cH:9][n:10][n:11]([CH2:13][c:14]3[o:15][c:16]([CH:19]=[O:20])[cH:17][cH:18]3)[cH:12]2)=[O:21])[cH:22][cH:23][cH:24][cH:25]1>>[Cl:1][c:2]1[c:3]([CH2:4][O:5][C:6]([NH:7][c:8]2[cH:9][n:10][n:11]([CH2:13][c:14]3[o:15][c:16]([C:19](=[O:20])[CH3:27])[cH:17][cH:18]3)[cH:12]2)=[O:21])[cH:22][cH:23][cH:24][cH:25]1. Starting materials: C(C)(C)[Mg]Cl (isopropyl magnesium chloride), COC1=C2C(=NC=C1)NC=C2 (4-methoxy-1H-pyrrolo[2,3-b]pyridine), C1(=CC=CC=C1)C (toluene), CCC1(C(=O)OC(OC1=O)C2=CC=CC=C2)CC (diethyl benzylidene malonate). Conditions: time 30 minute. Product: C(C)OC(C(C(=O)OCC)C(C1=CC=CC=C1)C1=CNC2=NC=CC(=C21)OC)=O (2-[(4-Methoxy-1H-pyrrolo[2,3-b]pyridin-3-yl)-phenyl-methyl]-malonic acid diethyl ester). As a reaction SMILES: [CH3:1][O:2][C:3]1[CH:8]=[CH:7][N:6]=[C:5]2[NH:9][CH:10]=[CH:11][C:4]=12.[CH:12]([Mg]Cl)(C)[CH3:13].CC[C:19]1(CC)[C:25](=[O:26])[O:24][CH:23]([C:27]2C=CC=CC=2)[O:22][C:20]1=[O:21].[C:35]1([CH3:41])[CH:40]=[CH:39][CH:38]=[CH:37][CH:36]=1>>[CH2:23]([O:24][C:25](=[O:26])[CH:19]([CH:41]([C:11]1[C:4]2[C:5](=[N:6][CH:7]=[CH:8][C:3]=2[O:2][CH3:1])[NH:9][CH:10]=1)[C:35]1[CH:40]=[CH:39][CH:38]=[CH:37][CH:36]=1)[C:20]([O:22][CH2:12][CH3:13])=[O:21])[CH3:27]. Procedure: To a RT suspension of 4-methoxy-1H-pyrrolo[2,3-b]pyridine (prepared as described in WO03/082289, 1.0 g, 6.75 mmol) in toluene (30 ml) at RT was added isopropyl magnesium chloride(1.5 M in THF, 4.95 ml, 7.43 mmol) dropwise. The resulting mixture was stirred at RT for 30 min and neat diethyl benzylidene malonate (1.82 ml, 8.10 mmol) was added dropwise. The reaction was stirred for 1 h then quenched by addition of a saturated solution of NH4Cl and diluted with H2O and EtOAc. The resulting white sol... The reactants are O=C1CCC(=O)N1Br, CC#N, CCOC(C)=O, COc1ccc2c(c1)CCN(C(=O)C(F)(F)F)CC2C. Yields the product COc1cc2c(cc1Br)C(C)CN(C(=O)C(F)(F)F)CC2. RXN SMILES: [Br:21][N:22]1[C:23](=[O:24])[CH2:25][CH2:26][C:27]1=[O:28].[CH3:29][C:30]#[N:31].[CH3:32][CH2:33][O:34][C:35]([CH3:36])=[O:37].[F:1][C:2]([C:3](=[O:4])[N:5]1[CH2:6][CH2:7][c:8]2[c:9]([cH:13][cH:14][c:15]([O:17][CH3:18])[cH:16]2)[CH:10]([CH3:12])[CH2:11]1)([F:19])[F:20]>>[F:1][C:2]([C:3](=[O:4])[N:5]1[CH2:6][CH2:7][c:8]2[c:9]([cH:13][c:14]([Br:21])[c:15]([O:17][CH3:18])[cH:16]2)[CH:10]([CH3:12])[CH2:11]1)([F:19])[F:20].